The task is: describe an organic reaction: reactants, conditions, products, and yield. This data is from the Open Reaction Database (ORD), a public repository of structured organic reaction records. The reactants are C(C1=CC=CC=C1)OC(N(C)C(C)C(NC(C(=O)N1C2C(CC1)N(CC2C(NC2CCCC1=CC=CC=C21)=O)C(=O)C2CC2)C2CCCCC2)=O)=O ((1-{1-Cyclohexyl-2-[4-cyclopropanecarbonyl-6-(1,2,3,4-tetrahydronaphthalen-1-ylcarbamoyl)-hexahydro-pyrrolo[3,2-b]pyrrol-1-yl]-2-oxo-ethylcarbamoyl}-ethyl) methyl-carbamic benzyl ester). Reagents/catalysts: [Pd] (palladium-on-carbon). Solvent: CO (MeOH). Reaction conditions: time 1.5 hour. The product is C1(CCCC2=CC=CC=C12)NC(=O)C1C2C(N(C1)C(=O)C1CC1)CCN2C(C(NC(C(C)NC)=O)C2CCCCC2)=O (4-[2-Cyclohexyl-2-(2-methylamino-propionylamino)-acetyl]-1-cyclopropanecarbonyl-octahydro-pyrrolo[3,2-b]pyrrole-3-carboxylic acid (1,2,3,4-tetrahydro-naphthalen-1-yl)-amide). Yield: 33.8%. Reaction SMILES: C(O[C:9](=O)[N:10]([CH:12]([C:14](=[O:51])[NH:15][CH:16]([CH:45]1[CH2:50][CH2:49][CH2:48][CH2:47][CH2:46]1)[C:17]([N:19]1[CH2:23][CH2:22][CH:21]2[N:24]([C:40]([CH:42]3[CH2:44][CH2:43]3)=[O:41])[CH2:25][CH:26]([C:27](=[O:39])[NH:28][CH:29]3[C:38]4[C:33](=[CH:34][CH:35]=[CH:36][CH:37]=4)[CH2:32][CH2:31][CH2:30]3)[CH:20]12)=[O:18])[CH3:13])C)C1C=CC=CC=1>CO.[Pd]>[CH:29]1([NH:28][C:27]([CH:26]2[CH2:25][N:24]([C:40]([CH:42]3[CH2:44][CH2:43]3)=[O:41])[CH:21]3[CH2:22][CH2:23][N:19]([C:17](=[O:18])[CH:16]([CH:45]4[CH2:46][CH2:47][CH2:48][CH2:49][CH2:50]4)[NH:15][C:14](=[O:51])[CH:12]([NH:10][CH3:9])[CH3:13])[CH:20]23)=[O:39])[C:38]2[C:33](=[CH:34][CH:35]=[CH:36][CH:37]=2)[CH2:32][CH2:31][CH2:30]1. Procedure details: A mixture of 48 (450 mg, 0.63 mmol) and 10% palladium-on-carbon (wet, 90 mg) in MeOH (15 mL) was shaken at 50 psi under a H2 atmosphere. After 1.5 h, the mixture was filtered through a 0.45 μM filtering disc, washed with MeOH and concentrated. Purification by reverse-phase HPLC (2″ Dynamax® C18, 10-70% ACN in H2O with 0.1% HOAc over 30 min) afforded 49 (123 mg) as a white flocculent solid following lyophilization of the purified fractions. Reactants: CCOC(=O)C(CC=Cc1ccccc1)(CC(=O)N1CCOCC1)C(=O)OCC, CCO. Product: CCOC(=O)C(CCCc1ccccc1)(CC(=O)N1CCOCC1)C(=O)OCC. As a reaction SMILES: [CH2:1]([CH3:2])[O:3][C:4]([C:5]([C:6](=[O:7])[O:8][CH2:9][CH3:10])([CH2:11][CH:12]=[CH:13][c:14]1[cH:15][cH:16][cH:17][cH:18][cH:19]1)[CH2:20][C:21](=[O:22])[N:23]1[CH2:24][CH2:25][O:26][CH2:27][CH2:28]1)=[O:29].[CH3:30][CH2:31][OH:32]>>[CH2:1]([CH3:2])[O:3][C:4]([C:5]([C:6](=[O:7])[O:8][CH2:9][CH3:10])([CH2:11][CH2:12][CH2:13][c:14]1[cH:15][cH:16][cH:17][cH:18][cH:19]1)[CH2:20][C:21](=[O:22])[N:23]1[CH2:24][CH2:25][O:26][CH2:27][CH2:28]1)=[O:29]. The reactants are FC(C(=O)N1C2CC(CC1CC2)=C2C1=CC=CC=C1OC=1C=C(C=CC21)C#N)(F)F (9-[8-(2,2,2-Trifluoro-acetyl)-8-aza-bicyclo[3.2.1 ]oct-3-ylidene]-9H-xanthene-3-carbonitrile), [N-]=[N+]=[N-].[Na+] (NaN3), [NH4+].[Cl-] (NH4Cl). The solvent is CN(C)C=O (DMF). Conditions: temperature 120 celsius. The product is FC(C(=O)N1C2CC(CC1CC2)=C2C1=CC=CC=C1OC=1C=C(C=CC21)C2=NN=NN2)(F)F (2,2,2-Trifluoro-1-{3-[3-(1H-tetrazol-5-yl)-xanthen-9-ylidene]-8-aza-bicyclo[3.2.1]oct-8-yl}-ethanone). Reaction SMILES: [F:1][C:2]([F:30])([F:29])[C:3]([N:5]1[CH:10]2[CH2:11][CH2:12][CH:6]1[CH2:7][C:8](=[C:13]1[C:26]3[CH:25]=[CH:24][C:23]([C:27]#[N:28])=[CH:22][C:21]=3[O:20][C:19]3[C:14]1=[CH:15][CH:16]=[CH:17][CH:18]=3)[CH2:9]2)=[O:4].[N-:31]=[N+:32]=[N-:33].[Na+].[NH4+].[Cl-]>CN(C=O)C>[F:30][C:2]([F:29])([F:1])[C:3]([N:5]1[CH:10]2[CH2:11][CH2:12][CH:6]1[CH2:7][C:8](=[C:13]1[C:26]3[CH:25]=[CH:24][C:23]([C:27]4[NH:33][N:32]=[N:31][N:28]=4)=[CH:22][C:21]=3[O:20][C:19]3[C:14]1=[CH:15][CH:16]=[CH:17][CH:18]=3)[CH2:9]2)=[O:4] |f:1.2,3.4|. Procedure details: To a solution of Compound 5e (0.232 g, 0.56 mmol) in DMF (5 mL) were added NaN3 (0.11 g, 1.69 mmol) and NH4Cl (0.09 g, 1.68 mmol). The reaction mixture was heated at 120° C. for 14 h, and then cooled to room temperature. An insoluble material was collected by filtration and washed with DMF (5 mL). The filtrate was acidified with 2N HCl (10 mL) and extracted with EtOAc (3×10 mL). The combined organic layers were washed with H2O (10 mL), dried (MgSO4), and concentrated to give the title compound 5... The reactants are S(=O)(Cl)Cl (thionyl chloride), C(C1=CC=CC=C1)OC=1C=C(CO)C=C(C1OCC1=CC=CC=C1)OCC1=CC=CC=C1 (3,4,5-trisbenzyloxybenzyl alcohol). The solvent is C(C)OCC (diethyl ether). Yields the product C(C1=CC=CC=C1)OC=1C=C(CCl)C=C(C1OCC1=CC=CC=C1)OCC1=CC=CC=C1 (3,4,5-Trisbenzyloxybenzyl Chloride). RXN SMILES: S(Cl)([Cl:3])=O.[CH2:5]([O:12][C:13]1[CH:14]=[C:15]([CH:18]=[C:19]([O:29][CH2:30][C:31]2[CH:36]=[CH:35][CH:34]=[CH:33][CH:32]=2)[C:20]=1[O:21][CH2:22][C:23]1[CH:28]=[CH:27][CH:26]=[CH:25][CH:24]=1)[CH2:16]O)[C:6]1[CH:11]=[CH:10][CH:9]=[CH:8][CH:7]=1>C(OCC)C>[CH2:5]([O:12][C:13]1[CH:14]=[C:15]([CH:18]=[C:19]([O:29][CH2:30][C:31]2[CH:36]=[CH:35][CH:34]=[CH:33][CH:32]=2)[C:20]=1[O:21][CH2:22][C:23]1[CH:28]=[CH:27][CH:26]=[CH:25][CH:24]=1)[CH2:16][Cl:3])[C:6]1[CH:11]=[CH:10][CH:9]=[CH:8][CH:7]=1. Procedure: 40.0 g (0.33 mol) of thionyl chloride are added dropwise at room temperature to a suspension of 12.0 g (0.028 mol) of 3,4,5-trisbenzyloxybenzyl alcohol in 100 ml of diethyl ether. Heating is then carried out at reflux for 2 hours, resulting in a clear solution. After removal of excess thionyl chloride and solvent, the residue is recrystallised from isopropanol/hexane.